From a dataset of the Open Reaction Database (ORD), a public repository of structured organic reaction records. describe an organic reaction: reactants, conditions, products, and yield Starting materials: C(=O)(O)[O-].[Na+] (NaHCO3), C(C)OC(C(C=C(C)C)=O)OCC (1,1-Diethoxy-4-methyl-3-penten-2-one), C(CCO)O (1,3-propanediol), C1(=CC=C(C=C1)S(=O)(=O)O)C (p-toluenesulfonic acid). The solvent is C1=CC=CC=C1 (benzene). Conditions: temperature 80 celsius, time 4.5 hour. Yields the product O1C(OCCC1)C(C=C(C)C)=O (1-(1,3-Dioxan-2-yl)-3-methyl-2-buten-1-one). The yield is 64.2%. RXN SMILES: [CH2:1]([O:3][CH:4]([O:11][CH2:12][CH3:13])[C:5](=[O:10])[CH:6]=[C:7]([CH3:9])[CH3:8])C.C(O)CCO.C1(C)C=CC(S(O)(=O)=O)=CC=1.C([O-])(O)=O.[Na+]>C1C=CC=CC=1>[O:3]1[CH2:1][CH2:13][CH2:12][O:11][CH:4]1[C:5](=[O:10])[CH:6]=[C:7]([CH3:8])[CH3:9] |f:3.4|. Reported procedure: A solution of 1b (1.02 g, 5.49 mmol) and 1,3-propanediol (0.600 mL, 8.23 mmol) in benzene (10.8 mL) was treated with p-toluenesulfonic acid (522 mg, 2.75 mmol). The reaction mixture was stirred at 80° C. for 4.5 h. Saturated aqueous NaHCO3 was added, and the mixture was extracted with Et2O. The organic extract was washed (water), dried (Na2SO4), concentrated to a brown liquid, and chromatographed [silica, hexanes/EtOAc (5:1)] to afford a yellow liquid (600 mg, 64%): 1H NMR δ 1.40-1.45 (m, 1H), 1... Reactants: C(C)(=O)OC[C@@H](C)N1C(C2=CC=C(C(=C2C=C1)[N+](=O)[O-])C)=O ((R)-2-(6-methyl-5-nitro-1-oxoisoquinolin-2(1H)-yl)propyl acetate), C(C)O (ethanol), [Cl-].[NH4+] (Ammonium chloride), O (water). The reagents and catalysts are [Fe] (iron). Conditions: temperature 85 celsius, time 1 hour. Yields the product C(C)(=O)OC[C@@H](C)N1C(C2=CC=C(C(=C2C=C1)N)C)=O ((R)-2-(5-amino-6-methyl-1-oxoisoquinolin-2(1H)-yl)propyl acetate). Reaction SMILES: [C:1]([O:4][CH2:5][C@H:6]([N:8]1[CH:17]=[CH:16][C:15]2[C:10](=[CH:11][CH:12]=[C:13]([CH3:21])[C:14]=2[N+:18]([O-])=O)[C:9]1=[O:22])[CH3:7])(=[O:3])[CH3:2].C(O)C.[Cl-].[NH4+].O>[Fe]>[C:1]([O:4][CH2:5][C@H:6]([N:8]1[CH:17]=[CH:16][C:15]2[C:10](=[CH:11][CH:12]=[C:13]([CH3:21])[C:14]=2[NH2:18])[C:9]1=[O:22])[CH3:7])(=[O:3])[CH3:2] |f:2.3|. Procedure: A round bottom flask was charged with (R)-2-(6-methyl-5-nitro-1-oxoisoquinolin-2(1H)-yl)propyl acetate (3.4 g, 0.010 mol), ethanol (60 mL, 1 mol), and the solution was heated at 85° C. Ammonium chloride (6 g, 0.1 mol) in water (15 mL, 0.83 mol) was added followed by iron (2 g, 0.04 mol) in two portions. The reaction was stirred for 1 hour and poured onto dichloromethane (200 mL) and extracted. the solvent was removed under reduced pressureunder reduced pressure and the residue was purified by fl... The reactants are C[Si](C)(C)P(OCC)([O-])C(OCC)OCC (ethyl trimethylsilyldiethoxymethylphosphonite), C(=C)C(=O)C (methyl vinyl ketone). The solvent is O (water). Conditions: time 30 minute. Product: O=C(CCP(OCC)(=O)C(OCC)OCC)C (ethyl 3-oxobutyl(diethoxymethyl)phosphinate). As a reaction SMILES: C[Si]([PH:5]([CH:10]([O:14][CH2:15][CH3:16])[O:11][CH2:12][CH3:13])([O-:9])[O:6][CH2:7][CH3:8])(C)C.[CH:17]([C:19]([CH3:21])=[O:20])=[CH2:18]>O>[O:20]=[C:19]([CH3:21])[CH2:17][CH2:18][P:5]([CH:10]([O:14][CH2:15][CH3:16])[O:11][CH2:12][CH3:13])(=[O:9])[O:6][CH2:7][CH3:8]. Reported procedure: A mixture of 2.7 g of ethyl trimethylsilyldiethoxymethylphosphonite and 0.7 g of methyl vinyl ketone is warmed to 50° for 1 hour under an atmosphere of nitrogen. Then 10 ml of water are added and the mixture is stirred for additional 30 minutes. The residue is extracted thrice with 50 ml of chloroform, the organic phases are combined, dried over magnesium sulphate, filtered and evaporated to dryness. The residue is then distilled to yield ethyl 3-oxobutyl(diethoxymethyl)phosphinate, b.p. 130°-5°... Reactants: C1OC=2C=C(CCN)C=CC2OC1 (3,4-ethylenedioxyphenethylamine), ClC=1C2=C(N=C(N1)C1=NC=CN=C1)SC(=C2)C(F)(F)F (4-chloro-2-(pyrazin-2-yl)-6-trifluoromethyl-thieno-[2,3-d]-pyrimidine). Yields the product N1=C(C=NC=C1)C=1N=C(C2=C(N1)SC(=C2)C(F)(F)F)NCCC2=CC1=C(C=C2)OCCO1 (2-(pyrazin-2-yl)-4-(3,4-ethylenedioxyphenethylamino)-6-trifluoromethyl-thieno-[2,3-d]-pyrimidine). RXN SMILES: [CH2:1]1[CH2:13][O:12][C:11]2[CH:10]=[CH:9][C:5]([CH2:6][CH2:7][NH2:8])=[CH:4][C:3]=2[O:2]1.Cl[C:15]1[C:16]2[CH:29]=[C:28]([C:30]([F:33])([F:32])[F:31])[S:27][C:17]=2[N:18]=[C:19]([C:21]2[CH:26]=[N:25][CH:24]=[CH:23][N:22]=2)[N:20]=1>>[N:22]1[CH:23]=[CH:24][N:25]=[CH:26][C:21]=1[C:19]1[N:20]=[C:15]([NH:8][CH2:7][CH2:6][C:5]2[CH:9]=[CH:10][C:11]3[O:12][CH2:13][CH2:1][O:2][C:3]=3[CH:4]=2)[C:16]2[CH:29]=[C:28]([C:30]([F:32])([F:33])[F:31])[S:27][C:17]=2[N:18]=1. Reported procedure: With the procedure of Example 1, the reaction of 3,4-ethylenedioxyphenethylamine with 4-chloro-2-(pyrazin-2-yl)-6-trifluoromethyl-thieno-[2,3-d]-pyrimidine yields 2-(pyrazin-2-yl)-4-(3,4-ethylenedioxyphenethylamino)-6-trifluoromethyl-thieno-[2,3-d]-pyrimidine. Starting materials: BrC1=CC=C(C=C1)CCCO (3-(4-Bromophenyl)propan-1-ol), ClCCl (dichloromethane), CS(=O)(=O)Cl (Methanesulphonyl chloride). Reaction conditions: temperature 0 celsius, time 1 hour. Isolated yield 91.5%. Solvent: C(C)N(CC)CC (Triethylamine). The product is CS(=O)(=O)OCCCC1=CC=C(C=C1)Br (3-(4-bromophenyl)propyl methanesulfonate). RXN SMILES: [Br:1][C:2]1[CH:7]=[CH:6][C:5]([CH2:8][CH2:9][CH2:10][OH:11])=[CH:4][CH:3]=1.ClCCl.[CH3:15][S:16](Cl)(=[O:18])=[O:17]>C(N(CC)CC)C>[CH3:15][S:16]([O:11][CH2:10][CH2:9][CH2:8][C:5]1[CH:4]=[CH:3][C:2]([Br:1])=[CH:7][CH:6]=1)(=[O:18])=[O:17]. Procedure details: 3-(4-Bromophenyl)propan-1-ol (335 g) and dichloromethane (2.5 L) was charged into Reactor 1. Reactor 1 was adjusted to −10 to 0° C. Triethylamine (205 g) was charged into Reactor 1. Methanesulphonyl chloride (272.7 g) was added dropwise into Reactor 1 maintaining contents at <0° C. Reactor 1 was stirred at −5 to 5° C. for 1 h then analysed for reaction completion. The organic layer was washed with water (1 L) and saturated NaCl solution (1 L). The organic layer was evaporated down to dryness to ...